Dataset: the Open Reaction Database (ORD), a public repository of structured organic reaction records. Task: describe an organic reaction: reactants, conditions, products, and yield The reactants are NC(CC(=O)O)C1=CC(=CC(=C1)F)Br (3-amino-3-(3-bromo-5-fluorophenyl)propionic acid), S(=O)(Cl)Cl (thionyl chloride), CO (methanol). Run at temperature 0 celsius, time 20 hour. The product is COC(CC(C1=CC(=CC(=C1)F)Br)N)=O (3-amino-3-(3-bromo-5-fluorophenyl)propionic acid methyl ester). Isolated yield 93.0%. Reaction SMILES: [NH2:1][CH:2]([C:7]1[CH:12]=[C:11]([F:13])[CH:10]=[C:9]([Br:14])[CH:8]=1)[CH2:3][C:4]([OH:6])=[O:5].S(Cl)(Cl)=O.[CH3:19]O>>[CH3:19][O:5][C:4](=[O:6])[CH2:3][CH:2]([NH2:1])[C:7]1[CH:12]=[C:11]([F:13])[CH:10]=[C:9]([Br:14])[CH:8]=1. Reported procedure: 1.59 g (6.05 mmol) 3-amino-3-(3-bromo-5-fluorophenyl)propionic acid were suspended in 24.5 ml methanol and the mixture cooled to 0° C. 0.66 ml (9.08 mmol) thionyl chloride were slowly added. The mixture was stirred at room temperature for 20 hours and concentrated. The residue was treated with saturated sodium hydrogen carbonate solution and extracted with dichloromethane. The organic part was dried with sodium sulfate and concentrated. Chromatography over 10 g silica gel (dichloromethane/ethano... Reactants: CC1=C(C(=CC=C1)C)NC(CN1CCN(CC1)CC(CCC1=CC=C(C=C1)OC)O)=O (N-(2,6-dimethylphenyl)-2-{4-[4-(4-methoxyphenyl)-2-hydroxybutyl]piperazinyl}acetamide), COC1=CC=C(CCl)C=C1 (4-methoxybenzyl chloride). Product: CC1=C(C(=CC=C1)C)NC(CN1CCN(CC1)CC(CCCC1=CC=CC=C1)O)=O (N-(2,6-dimethylphenyl)-2-[4-(2-hydroxy-5-phenylpentyl)piperazinyl]acetamide). Reaction SMILES: [CH3:1][C:2]1[CH:7]=[CH:6][CH:5]=[C:4]([CH3:8])[C:3]=1[NH:9][C:10](=[O:31])[CH2:11][N:12]1[CH2:17][CH2:16][N:15]([CH2:18][CH:19]([OH:30])[CH2:20][CH2:21]C2C=CC(OC)=CC=2)[CH2:14][CH2:13]1.CO[C:34]1[CH:41]=[CH:40][C:37]([CH2:38]Cl)=[CH:36][CH:35]=1>>[CH3:8][C:4]1[CH:5]=[CH:6][CH:7]=[C:2]([CH3:1])[C:3]=1[NH:9][C:10](=[O:31])[CH2:11][N:12]1[CH2:17][CH2:16][N:15]([CH2:18][CH:19]([OH:30])[CH2:20][CH2:21][CH2:38][C:37]2[CH:40]=[CH:41][CH:34]=[CH:35][CH:36]=2)[CH2:14][CH2:13]1. Reported procedure: Compound 25 was prepared in a manner similar to that of 16, substituting phenethyl chloride for 4-methoxybenzyl chloride in part A. (M+1)=410.4.